Dataset: the Open Reaction Database (ORD), a public repository of structured organic reaction records. Task: describe an organic reaction: reactants, conditions, products, and yield The reactants are CO, O=C1CCC(=O)N1Cl, COC(=O)c1ccc2[nH]ccc2c1. Product: COC(=O)c1ccc2[nH]cc(Cl)c2c1. As a reaction SMILES: [CH3:22][OH:23].[Cl:14][N:15]1[C:16](=[O:17])[CH2:18][CH2:19][C:20]1=[O:21].[nH:1]1[cH:2][cH:3][c:4]2[cH:5][c:6]([C:10](=[O:11])[O:12][CH3:13])[cH:7][cH:8][c:9]12>>[nH:1]1[cH:2][c:3]([Cl:14])[c:4]2[cH:5][c:6]([C:10](=[O:11])[O:12][CH3:13])[cH:7][cH:8][c:9]12. Starting materials: O=C1S\C(\C(=N1)NCC#C)=C/C1CCN(CC1)C(=O)OC(C)(C)C (tert-butyl 4-{(Z)-[2-oxo-4-(prop-2-yn-1-ylamino)-1,3-thiazol-5(2H)-ylidene]methyl}piperidine-1-carboxylate), Cl.C(C)(=O)OCC (hydrogen chloride ethyl acetate). Yields the product Cl.Cl.N1CCC(CC1)\C=C/1\C(=NC(S1)=O)NCC#C ((5Z)-5-(piperidin-4-ylmethylidene)-4-(prop-2-yn-1-ylamino)-1,3-thiazol-2(5H)-one dihydrochloride). As a reaction SMILES: [O:1]=[C:2]1[N:6]=[C:5]([NH:7][CH2:8][C:9]#[CH:10])/[C:4](=[CH:11]/[CH:12]2[CH2:17][CH2:16][N:15](C(OC(C)(C)C)=O)[CH2:14][CH2:13]2)/[S:3]1.[ClH:25].C(OCC)(=O)C>>[ClH:25].[ClH:25].[NH:15]1[CH2:16][CH2:17][CH:12](/[CH:11]=[C:4]2/[C:5]([NH:7][CH2:8][C:9]#[CH:10])=[N:6][C:2](=[O:1])[S:3]/2)[CH2:13][CH2:14]1 |f:1.2,3.4.5|. Procedure details: A mixed solution of tert-butyl 4-{(Z)-[2-oxo-4-(prop-2-yn-1-ylamino)-1,3-thiazol-5(2H)-ylidene]methyl}piperidine-1-carboxylate (14.0 g) and 4M hydrogen chloride/ethyl acetate solution (80 mL) was stirred at room temperature for 1 hr, and the solvent was evaporated under reduced pressure. The residue was washed with ethyl acetate to give the title compound (12.7 g). Starting materials: CCCCCCCCCCCCc1ccc(S(=O)(=O)Cl)cc1, Cl, Cc1nnc(N)s1, c1ccncc1. The product is CCCCCCCCCCCCc1ccc(S(=O)(=O)Nc2nnc(C)s2)cc1. As a reaction SMILES: [CH2:8]([CH2:9][CH2:10][CH2:11][CH2:12][CH2:13][CH2:14][CH2:15][CH2:16][CH2:17][CH2:18][CH3:19])[c:20]1[cH:21][cH:22][c:23]([S:26](=[O:27])(=[O:28])[Cl:29])[cH:24][cH:25]1.[ClH:30].[NH2:1][c:2]1[s:3][c:4]([CH3:7])[n:5][n:6]1.[cH:31]1[cH:32][cH:33][n:34][cH:35][cH:36]1>>[NH:1]([c:2]1[s:3][c:4]([CH3:7])[n:5][n:6]1)[S:26]([c:23]1[cH:22][cH:21][c:20]([CH2:8][CH2:9][CH2:10][CH2:11][CH2:12][CH2:13][CH2:14][CH2:15][CH2:16][CH2:17][CH2:18][CH3:19])[cH:25][cH:24]1)(=[O:27])=[O:28]. Starting materials: COc1ccc(CNc2ncnc3c2ccn3C2OC(CNC3CC(CCC(=O)OCc4ccccc4)C3)C3OC(C)(C)OC32)c(OC)c1, CC#N, CC(C)I, [K+], [K+], O=C([O-])[O-]. Product: COc1ccc(CNc2ncnc3c2ccn3C2OC(CN(C(C)C)C3CC(CCC(=O)OCc4ccccc4)C3)C3OC(C)(C)OC32)c(OC)c1. Reaction SMILES: [CH3:1][O:2][c:3]1[c:4]([CH2:5][NH:6][c:7]2[c:8]3[c:9]([n:10][cH:11][n:12]2)[n:13]([CH:16]2[O:17][CH:18]([CH2:26][NH:27][CH:28]4[CH2:29][CH:30]([CH2:32][CH2:33][C:34](=[O:35])[O:36][CH2:37][c:38]5[cH:39][cH:40][cH:41][cH:42][cH:43]5)[CH2:31]4)[CH:19]4[CH:20]2[O:21][C:22]([CH3:24])([CH3:25])[O:23]4)[cH:14][cH:15]3)[cH:44][cH:45][c:46]([O:48][CH3:49])[cH:47]1.[CH3:60][C:61]#[N:62].[I:56][CH:57]([CH3:58])[CH3:59].[K+:50].[K+:51].[O-:52][C:53]([O-:54])=[O:55]>>[CH3:1][O:2][c:3]1[c:4]([CH2:5][NH:6][c:7]2[c:8]3[c:9]([n:10][cH:11][n:12]2)[n:13]([CH:16]2[O:17][CH:18]([CH2:26][N:27]([CH:28]4[CH2:29][CH:30]([CH2:32][CH2:33][C:34](=[O:35])[O:36][CH2:37][c:38]5[cH:39][cH:40][cH:41][cH:42][cH:43]5)[CH2:31]4)[CH:57]([CH3:58])[CH3:59])[CH:19]4[CH:20]2[O:21][C:22]([CH3:24])([CH3:25])[O:23]4)[cH:14][cH:15]3)[cH:44][cH:45][c:46]([O:48][CH3:49])[cH:47]1.